From a dataset of the Open Reaction Database (ORD), a public repository of structured organic reaction records. describe an organic reaction: reactants, conditions, products, and yield The reactants are crude mixture, OO (hydrogen peroxide), B.O1CCCC1 (borane tetrahydrofuran), CC1=CC(=CC=C1)S(=O)(=O)CC(C=C)C (1-Methyl-3-(2-methylbut-3-ene-1-sulphonyl)benzene), CI (methyl iodide), C(CCC)[Li] (n-Butyllithium). Solvent: O1CCCC1 (tetrahydrofuran), O (water), O1CCCC1 (tetrahydrofuran). Conditions: time 6 hour. Yields the product CC(CCO)C(C)S(=O)(=O)C1=CC(=CC=C1)C (3-Methyl-4-(3-methylbenzenesulphonyl)pentan-1-ol). As a reaction SMILES: [CH3:1][C:2]1[CH:7]=[CH:6][CH:5]=[C:4]([S:8]([CH2:11][CH:12](C)C=C)(=[O:10])=[O:9])[CH:3]=1.C([Li])CCC.CI.B.[O:24]1[CH2:28][CH2:27][CH2:26][CH2:25]1.OO>O1CCCC1.O>[CH3:25][CH:26]([CH:11]([S:8]([C:4]1[CH:5]=[CH:6][CH:7]=[C:2]([CH3:1])[CH:3]=1)(=[O:9])=[O:10])[CH3:12])[CH2:27][CH2:28][OH:24] |f:3.4|. Procedure details: 1-Methyl-3-(2-methylbut-3-ene-1-sulphonyl)benzene (444 mg, 1.96 mmol) was dissolved in tetrahydrofuran (5 ml) and cooled to −78° C. n-Butyllithium (1.6M in hexanes, 1.96 mmol) was added. The reaction was treated with methyl iodide (130 μL, 2.16 mmol) and allowed to warm to room temperature. The mixture was quenched with saturated aqueous ammonium chloride solution and extracted with ethyl acetate. The combined organic layers were dried (MgSO4) and concentrated in vacuo to give a 1:1 mixture of d... Starting materials: BrC=1C(=CSC1)C(=O)O (4-bromothiophen-3-carboxylic acid), C(CC(=O)C)(=O)OC (methyl acetoacetate), ethyl ester. The product is C(=O)(O)C=1C(=CSC1)CC(=O)OC (Methyl (4-carboxy-3-thienyl)acetate). Reaction SMILES: Br[C:2]1[C:3]([C:7]([OH:9])=[O:8])=[CH:4][S:5][CH:6]=1.[C:10]([O:16][CH3:17])(=[O:15])[CH2:11]C(C)=O>>[C:7]([C:3]1[C:2]([CH2:11][C:10]([O:16][CH3:17])=[O:15])=[CH:6][S:5][CH:4]=1)([OH:9])=[O:8]. Reported procedure: Methyl (4-carboxy-3-thienyl)acetate was prepared from 4-bromothiophen-3-carboxylic acid and methyl acetoacetate by the method described by D E Ames and O. Ribeiro, J. Chem. Soc., Perkin I, 1975, 1390, for the preparation of the corresponding ethyl ester. It is a solid which, after crystallisation from aqueous methanol, had mp 121°-122° C., 1H nmr: delta 3.72 (3H, s), 3.95 (2H, s), 7.18 (1H, d J 3 Hz), 8.27 (1H, d J 3 Hz) ppm.